This data is from the Open Reaction Database (ORD), a public repository of structured organic reaction records. The task is: describe an organic reaction: reactants, conditions, products, and yield Yields the product C(CCCC)C1(CSC(C(O1)=O)CC(=O)O)C (6-pentyl-6-methyl-2-oxo-1,4-oxathiane-3-acetic acid). Reaction SMILES: C[O:2][C:3](=[O:19])[CH2:4][CH:5]([C:16]([OH:18])=[O:17])[S:6][CH2:7][C:8](O)([CH3:14])[CH2:9][CH2:10][CH2:11][CH2:12][CH3:13].O=S(Cl)Cl.N1CCCCC1>C(Cl)(Cl)Cl>[CH2:9]([C:8]1([CH3:14])[O:17][C:16](=[O:18])[CH:5]([CH2:4][C:3]([OH:2])=[O:19])[S:6][CH2:7]1)[CH2:10][CH2:11][CH2:12][CH3:13]. Reported procedure: 2.7 g of 6-hydroxy-3-hydroxycarbonyl-6-methyl-4-thiaundecanoic acid methyl ester and 1.25 g of SOCl2 are stirred for 2 hours in 40 ml of chloroform at room temperature. The mixture is boiled briefly. After cooling, 0.5 ml of piperidine, dissolved in 20 ml of chloroform is added thereto. The resultant mixture is further stirred for 1 hour at 30°. After the usual working up, 6-pentyl-6-methyl-2-oxo-1,4-oxathiane-3-acetic acid is obtained. The solvent is C(Cl)(Cl)Cl (chloroform), C(Cl)(Cl)Cl (chloroform). Reactants: N1CCCCC1 (piperidine), resultant mixture, COC(CC(SCC(CCCCC)(C)O)C(=O)O)=O (6-hydroxy-3-hydroxycarbonyl-6-methyl-4-thiaundecanoic acid methyl ester), O=S(Cl)Cl (SOCl2). Reactants: OC1=CC=NN1C (5-hydroxy-1-methyl-1H-pyrazole), C([O-])([O-])=O.[K+].[K+] (potassium carbonate), ClC1=C(C(=O)Cl)C=CC(=C1C1=CC(=NO1)C)Cl (2,4-dichloro-3-(3-methylisoxazol-5-yl)benzoyl chloride). Run in C(OC)COC (dimethoxyethane), C(OC)COC (dimethoxyethane). Conditions: time 3.5 hour. Yields the product ClC1=C(C(=O)C=2C=NN(C2O)C)C=CC(=C1C1=CC(=NO1)C)Cl (4-[2,4-dichloro-3-(3-methylisoxazol-5-yl)benzoyl]-5-hydroxy-1-methyl-1H-pyrazole). Yield: 73.0%. Reaction SMILES: [Cl:1][C:2]1[C:10]([C:11]2[O:15][N:14]=[C:13]([CH3:16])[CH:12]=2)=[C:9]([Cl:17])[CH:8]=[CH:7][C:3]=1[C:4](Cl)=[O:5].[OH:18][C:19]1[N:23]([CH3:24])[N:22]=[CH:21][CH:20]=1.C(=O)([O-])[O-].[K+].[K+]>C(COC)OC>[Cl:1][C:2]1[C:10]([C:11]2[O:15][N:14]=[C:13]([CH3:16])[CH:12]=2)=[C:9]([Cl:17])[CH:8]=[CH:7][C:3]=1[C:4]([C:20]1[CH:21]=[N:22][N:23]([CH3:24])[C:19]=1[OH:18])=[O:5] |f:2.3.4|. Procedure details: At 0 to 5° C., the 2,4-dichloro-3-(3-methylisoxazol-5-yl)benzoyl chloride obtained above (step e) in 40 ml of dimethoxyethane was added to 0.7 g (7.35 mmol) of 5-hydroxy-1-methyl-1H-pyrazole in 30 ml of dimethoxyethane and 2.0 g (14.7 mmol) of potassium carbonate. The mixture was stirred at room temperature for 3.5 hours, heated under reflux for 1 hour and stirred at room temperature for 12 hours. The precipitate that had formed was filtered off with suction and introduced into 50 ml of water. T... Reactants: P(Br)(Br)Br (phosphorus tribromide), ice, C(C)(C)(CC)C1=CC=C(C=C1)C(=C(CO)C)C (3-(p-tert.amyl-phenyl)-2,3-dimethyl-allyl alcohol), N1=CC=CC=C1 (pyridine). Solvent: CCCCC (n-pentane), CCCCC (n-pentane). Run at temperature -5 celsius, time 3 hour. Product: C(C)(C)(CC)C1=CC=C(C=C1)C(=C(CBr)C)C (3-(p-tert.amyl-phenyl)-2,3-dimethyl-allyl bromide), ( 2s ). As a reaction SMILES: [C:1]([C:6]1[CH:11]=[CH:10][C:9]([C:12]([CH3:17])=[C:13]([CH3:16])[CH2:14]O)=[CH:8][CH:7]=1)([CH2:4][CH3:5])([CH3:3])[CH3:2].N1C=CC=CC=1.P(Br)(Br)[Br:25]>CCCCC>[C:1]([C:6]1[CH:11]=[CH:10][C:9]([C:12]([CH3:17])=[C:13]([CH3:16])[CH2:14][Br:25])=[CH:8][CH:7]=1)([CH2:4][CH3:5])([CH3:3])[CH3:2]. Reported procedure: A mixture of 72 g of 3-(p-tert.amyl-phenyl)-2,3-dimethyl-allyl alcohol and 7.2 ml of pyridine in 500 ml of n-pentane is cooled down to -5° C. At this temperature there are added dropwise while stirring over a period of 2 hours 40.2 g of phosphorus tribromide in 500 ml of n-pentane and the mixture is stirred at room temperature for 3 hours. The mixture is poured on to 500 g of ice and stirred up for 30 minutes. The pentane phase is separated and the aqueous phase is back-extracted with n-pentane.... The reactants are ClC=1C=C(/C(/N)=N/O)C=CC1OC(C)C ((Z)-3-chloro-N′-hydroxy-4-isopropoxybenzimidamide), C(C)(C)(C)OC(=O)N1CC=2C=CC=C(C2CC1)C(=O)O (2-(tert-butoxycarbonyl)-1,2,3,4-tetrahydroisoquinoline-5-carboxylic acid), C(CCl)Cl (EDC), C1=CC=C2C(=C1)N=NN2O.O (HOBT hydrate). The solvent is CN(C)C=O (DMF), CN(C)C=O (DMF). Run at temperature 140 celsius. Yields the product ClC=1C=C(C=CC1OC(C)C)C1=NOC(=N1)C1=C2CCN(CC2=CC=C1)C(=O)OC(C)(C)C (tert-butyl 5-(3-(3-chloro-4-isopropoxyphenyl)-1,2,4-oxadiazol-5-yl)-3,4-dihydroisoquinoline-2(1H)-carboxylate). Yield: 68.8%. RXN SMILES: [C:1]([O:5][C:6]([N:8]1[CH2:17][CH2:16][C:15]2[C:14]([C:18]([OH:20])=O)=[CH:13][CH:12]=[CH:11][C:10]=2[CH2:9]1)=[O:7])([CH3:4])([CH3:3])[CH3:2].C(Cl)CCl.C1C=C2N=NN(O)C2=CC=1.O.[Cl:36][C:37]1[CH:38]=[C:39]([CH:44]=[CH:45][C:46]=1[O:47][CH:48]([CH3:50])[CH3:49])/[C:40](=[N:42]/O)/[NH2:41]>CN(C=O)C>[Cl:36][C:37]1[CH:38]=[C:39]([C:40]2[N:42]=[C:18]([C:14]3[CH:13]=[CH:12][CH:11]=[C:10]4[C:15]=3[CH2:16][CH2:17][N:8]([C:6]([O:5][C:1]([CH3:4])([CH3:2])[CH3:3])=[O:7])[CH2:9]4)[O:20][N:41]=2)[CH:44]=[CH:45][C:46]=1[O:47][CH:48]([CH3:50])[CH3:49] |f:2.3|. Procedure: To a slurry of 2-(tert-butoxycarbonyl)-1,2,3,4-tetrahydroisoquinoline-5-carboxylic acid (0.380 g, 1.371 mmol) in DMF (1.662 ml) was added EDC (0.263 g, 1.371 mmol) followed by HOBT hydrate. After about 1 h a solution of (Z)-3-chloro-N′-hydroxy-4-isopropoxybenzimidamide (0.285 g, 1.246 mmol) in DMF (0.831 ml) was added and the reaction mixture was heated to 140° C. for about 1 hr. The reaction mixture was concentrated in vacuo and purified by chromatography on silica gel to provide tert-butyl 5-(...